This data is from the Open Reaction Database (ORD), a public repository of structured organic reaction records. The task is: describe an organic reaction: reactants, conditions, products, and yield The reactants are COC=1C=C2C(=CC=NC2=CC1OC)OC1=CC(=C(N)C=C1C)C (4-[(6,7-Dimethoxy-4-quinolyl)oxy]-2,5-dimethylaniline), C1(=CC=CC=C1)C (toluene), C([O-])(O)=O.[Na+] (sodium bicarbonate), ClC(Cl)(OC(OC(Cl)(Cl)Cl)=O)Cl (triphosgene). Run in C(C)N(CC)CC (triethylamine), C(Cl)Cl (methylene chloride), CC(C)O (2-propanol). Product: COC=1C=C2C(=CC=NC2=CC1OC)OC1=CC(=C(C=C1C)NC(OC(C)C)=O)C (Isopropyl N-{4-[(6,7-dimethoxy-4-quinolyl)oxy]-2,5-dimethylphenyl}carbamate). Isolated yield 75.0%. RXN SMILES: [CH3:1][O:2][C:3]1[CH:4]=[C:5]2[C:10](=[CH:11][C:12]=1[O:13][CH3:14])[N:9]=[CH:8][CH:7]=[C:6]2[O:15][C:16]1[C:22]([CH3:23])=[CH:21][C:19]([NH2:20])=[C:18]([CH3:24])[CH:17]=1.[C:25]1([CH3:31])C=CC=C[CH:26]=1.ClC(Cl)([O:35][C:36](=O)[O:37]C(Cl)(Cl)Cl)Cl.C(=O)(O)[O-].[Na+]>C(Cl)Cl.CC(O)C.C(N(CC)CC)C>[CH3:1][O:2][C:3]1[CH:4]=[C:5]2[C:10](=[CH:11][C:12]=1[O:13][CH3:14])[N:9]=[CH:8][CH:7]=[C:6]2[O:15][C:16]1[C:22]([CH3:23])=[CH:21][C:19]([NH:20][C:36](=[O:35])[O:37][CH:25]([CH3:31])[CH3:26])=[C:18]([CH3:24])[CH:17]=1 |f:3.4|. Procedure details: 4-[(6,7-Dimethoxy-4-quinolyl)oxy]-2,5-dimethylaniline (50 mg) was added to toluene (5 ml), and triethylamine (0.5 ml), and the mixture was heated under reflux to prepare a solution. A solution of triphosgene (68 mg) in methylene chloride was then added thereto, and the mixture was heated under reflux for 10 min. Next, 2-propanol (14 mg) was added thereto, and the mixture was further stirred with heating under reflux for 3 hr. A saturated aqueous sodium bicarbonate solution was added to stop the ... The reactants are BrC1=NC=C(C=C1)F (2-bromo-5-fluoropyridine), CC1(OB(OC1(C)C)C=1C=C2C=CC(=CC2=CC1)S(=O)(=O)C1=C(C=CC=C1)[C@H](C)O)C ((1S)-1-(2-{[6-(4,4,5,5-tetramethyl-1,3,2-dioxaborolan-2-yl)-2-naphthyl]sulfonyl}phenyl)ethanol), C1(=C(C=CC=C1)P(C1=C(C=CC=C1)C)C1=C(C=CC=C1)C)C (tri(o-tolyl)phosphine), C([O-])([O-])=O.[Na+].[Na+] (sodium carbonate), CCCC(C)C (isohexane). Reagents/catalysts: C(C)(=O)[O-].[Pd+2].C(C)(=O)[O-] (palladium(II) acetate). The solvent is COCCOC (DME), O (water). The product is FC=1C=CC(=NC1)C=1C=C2C=CC(=CC2=CC1)S(=O)(=O)C1=C(C=CC=C1)[C@H](C)O ((1S)-1-(2-{[6-(5-Fluoropyridin-2-yl)-2-naphthyl]sulfonyl}phenyl}ethanol). RXN SMILES: Br[C:2]1[CH:7]=[CH:6][C:5]([F:8])=[CH:4][N:3]=1.CC1(C)C(C)(C)OB([C:17]2[CH:18]=[C:19]3[C:24](=[CH:25][CH:26]=2)[CH:23]=[C:22]([S:27]([C:30]2[CH:35]=[CH:34][CH:33]=[CH:32][C:31]=2[C@@H:36]([OH:38])[CH3:37])(=[O:29])=[O:28])[CH:21]=[CH:20]3)O1.C1(C)C=CC=CC=1P(C1C=CC=CC=1C)C1C=CC=CC=1C.C(=O)([O-])[O-].[Na+].[Na+].CCCC(C)C>COCCOC.O.C([O-])(=O)C.[Pd+2].C([O-])(=O)C>[F:8][C:5]1[CH:6]=[CH:7][C:2]([C:17]2[CH:18]=[C:19]3[C:24](=[CH:25][CH:26]=2)[CH:23]=[C:22]([S:27]([C:30]2[CH:35]=[CH:34][CH:33]=[CH:32][C:31]=2[C@@H:36]([OH:38])[CH3:37])(=[O:29])=[O:28])[CH:21]=[CH:20]3)=[N:3][CH:4]=1 |f:3.4.5,9.10.11|. Procedure details: A mixture of 2-bromo-5-fluoropyridine (38 mg, 0.22 mmol), (1S)-1-(2-{[6-(4,4,5,5-tetramethyl-1,3,2-dioxaborolan-2-yl)-2-naphthyl]sulfonyl}phenyl)ethanol (96 mg, 0.22 mmol), palladium(II) acetate (2.6 mg, 11 μmol), tri(o-tolyl)phosphine (5.2 mg, 17 μmol) and sodium carbonate (51 mg, 0.48 mmol) in DME (2 mL) and water (0.3 mL) was degassed by bubbling nitrogen through for 5 minutes, then was heated at reflux under nitrogen for 3 hours. The slurry was filtered, and the filtrate was washed with satu... Reported procedure: To magnesium turnings (1.9 g) in 10 ml of diethyl ether and 10 ml of tetrahydrofuran, was added a solution of 11.66 g of 3-diethylaminopropyl chloride in 10 ml of tetrahydrofuran. The reaction was initiated by the addition of 1 ml of dibromoethane and the application of heat. After stirring at 70° C. for four hours, the reaction mixture cooled to room temperature and treated, dropwise, with a solution of 7.7 g of 5-methyl-5H-pyrido[3,4-f]pyrrolo[1,2-b][1,2,5]triazepine in 50 ml of tetrahydrofura... The product is CN(C)CCCC=1C=2N(N(C3=C(N1)C=NC=C3)C)C=CC2 (10-[3-(N,N-dimethylamino)propyl]-5-methyl-5H-pyrido[3,4-f]pyrrolo-[1,2-b] [1,2,5]triazepine). The reactants are CN1N2C(C=NC3=C1C=CN=C3)=CC=C2 (5-methyl-5H-pyrido[3,4-f]pyrrolo[1,2-b][1,2,5]triazepine), [Cl-].[NH4+] (ammonium chloride), [Mg] (magnesium), C(C)N(CCCCl)CC (3-diethylaminopropyl chloride), BrC(C)Br (dibromoethane). Conditions: temperature 70 celsius, time 4 hour. As a reaction SMILES: [Mg].[CH2:2]([N:4]([CH2:9]C)[CH2:5][CH2:6][CH2:7]Cl)C.BrC(Br)C.[CH3:15][N:16]1[C:22]2[CH:23]=[CH:24][N:25]=[CH:26][C:21]=2[N:20]=[CH:19][C:18]2=[CH:27][CH:28]=[CH:29][N:17]12.[Cl-].[NH4+]>C(OCC)C.O1CCCC1>[CH3:2][N:4]([CH2:5][CH2:6][CH2:7][C:19]1[C:18]2[N:17]([CH:29]=[CH:28][CH:27]=2)[N:16]([CH3:15])[C:22]2[CH:23]=[CH:24][N:25]=[CH:26][C:21]=2[N:20]=1)[CH3:9] |f:4.5|. The solvent is C(C)OCC (diethyl ether), O1CCCC1 (tetrahydrofuran), O1CCCC1 (tetrahydrofuran), O1CCCC1 (tetrahydrofuran). Starting materials: CC(C)(C)CC(=O)Cl, CS(=O)(=O)c1ccc(Oc2ncnc3c2cnn3C2CCNCC2)cc1, O=C(O)C(F)(F)F, O. Product: CC(C)(C)CC(=O)N1CCC(n2ncc3c(Oc4ccc(S(C)(=O)=O)cc4)ncnc32)CC1. Reaction SMILES: [C:34]([CH3:35])([CH3:36])([CH3:37])[CH2:38][C:39](=[O:40])[Cl:41].[CH3:8][S:9](=[O:10])(=[O:11])[c:12]1[cH:13][cH:14][c:15]([O:16][c:17]2[c:18]3[c:19]([n:20][cH:21][n:22]2)[n:23]([CH:26]2[CH2:27][CH2:28][NH:29][CH2:30][CH2:31]2)[n:24][cH:25]3)[cH:32][cH:33]1.[F:1][C:2]([F:3])([F:4])[C:5]([OH:6])=[O:7].[OH2:42]>>[CH3:8][S:9](=[O:10])(=[O:11])[c:12]1[cH:13][cH:14][c:15]([O:16][c:17]2[c:18]3[c:19]([n:20][cH:21][n:22]2)[n:23]([CH:26]2[CH2:27][CH2:28][N:29]([C:39]([CH2:38][C:34]([CH3:35])([CH3:36])[CH3:37])=[O:40])[CH2:30][CH2:31]2)[n:24][cH:25]3)[cH:32][cH:33]1. Reactants: FC1=C(C(=O)O)C(=C(C(=C1F)F)F)C (2,3,4,5-tetrafluoro-6-methylbenzoic acid), C(C(=O)Cl)(=O)Cl (oxalyl chloride). The reagents and catalysts are CN(C)C=O (DMF). Solvent: ClCCl (dichloromethane). Run at time 3 hour. Yields the product FC1=C(C(=O)Cl)C(=C(C(=C1F)F)F)C (2,3,4,5-Tetrafluoro-6-methylbenzoyl chloride). Isolated yield 98.6%. Reaction SMILES: [F:1][C:2]1[C:10]([F:11])=[C:9]([F:12])[C:8]([F:13])=[C:7]([CH3:14])[C:3]=1[C:4](O)=[O:5].C(Cl)(=O)C([Cl:18])=O>CN(C=O)C.ClCCl>[F:1][C:2]1[C:10]([F:11])=[C:9]([F:12])[C:8]([F:13])=[C:7]([CH3:14])[C:3]=1[C:4]([Cl:18])=[O:5]. Procedure: A solution of 8.2 g (39.4 mmol) of 2,3,4,5-tetrafluoro-6-methylbenzoic acid, 6.0 g (47.2 mmol) of oxalyl chloride, and 100 mL of dichloromethane was treated with three drops of DMF. The solution was stirred for 3 hours, then concentrated to give 8.8 g of the title compound as a yellow liquid. The product was used as is in the next step.